This data is from the Open Reaction Database (ORD), a public repository of structured organic reaction records. The task is: describe an organic reaction: reactants, conditions, products, and yield As a reaction SMILES: [CH2:1]([O:8][C:9]1[CH:10]=[CH:11][CH:12]=[C:13]2[C:18]=1[N:17]=[C:16]([CH3:19])[CH:15]=[C:14]2OS(C(F)(F)F)(=O)=O)[C:2]1[CH:7]=[CH:6][CH:5]=[CH:4][CH:3]=1.[CH:28]([Sn](CCCC)(CCCC)CCCC)=[CH2:29].[Cl-].[Li+]>O1CCOCC1.C(OCC)(=O)C.C1C=CC([P]([Pd]([P](C2C=CC=CC=2)(C2C=CC=CC=2)C2C=CC=CC=2)([P](C2C=CC=CC=2)(C2C=CC=CC=2)C2C=CC=CC=2)[P](C2C=CC=CC=2)(C2C=CC=CC=2)C2C=CC=CC=2)(C2C=CC=CC=2)C2C=CC=CC=2)=CC=1>[CH2:1]([O:8][C:9]1[CH:10]=[CH:11][CH:12]=[C:13]2[C:18]=1[N:17]=[C:16]([CH3:19])[CH:15]=[C:14]2[CH:28]=[CH2:29])[C:2]1[CH:7]=[CH:6][CH:5]=[CH:4][CH:3]=1 |f:2.3,^1:60,62,81,100|. Conditions: time 8 hour. Reagents/catalysts: C=1C=CC(=CC1)[P](C=2C=CC=CC2)(C=3C=CC=CC3)[Pd]([P](C=4C=CC=CC4)(C=5C=CC=CC5)C=6C=CC=CC6)([P](C=7C=CC=CC7)(C=8C=CC=CC8)C=9C=CC=CC9)[P](C=1C=CC=CC1)(C=1C=CC=CC1)C=1C=CC=CC1 (tetrakis(triphenylphosphine)palladium). The reactants are C(C1=CC=CC=C1)OC=1C=CC=C2C(=CC(=NC12)C)OS(=O)(=O)C(F)(F)F (8-benzyloxy-2-methyl-4-(trifluoromethanesulfonyloxy)quinoline), C(=C)[Sn](CCCC)(CCCC)CCCC (vinyltributyltin), [Cl-].[Li+] (lithium chloride). Procedure: A mixture of 8-benzyloxy-2-methyl-4-(trifluoromethanesulfonyloxy)quinoline (300 mg), vinyltributyltin (263 mg), tetrakis(triphenylphosphine)palladium (0) (43.6 mg) and lithium chloride (96 mg) in 1,4-dioxane (6 ml) was refluxed for three hours and then left at ambient temperature overnight. The mixture was diluted with ethyl acetate and was added silica gel (70-230 mesh, 5 g) and stirred at ambient temperature for half an hour. The silica gel was removed by filtration and the filtrate was concen... Isolated yield 52.9%. Product: C(C1=CC=CC=C1)OC=1C=CC=C2C(=CC(=NC12)C)C=C (8-benzyloxy-2-methyl-4-vinylquinoline). Solvent: O1CCOCC1 (1,4-dioxane), C(C)(=O)OCC (ethyl acetate). The reactants are N(=[N+]=[N-])CC=1N=NC(=CC1)C1=NC=CC=C1F (3-(azidomethyl)-6-(3-fluoropyridin-2-yl)pyridazine), FC=1C(=NC=CC1)C=1N=NC(=CC1)C (3-(3-fluoropyridin-2-yl)-6-methylpyridazine), ClN1C(N(C(N(C1=O)Cl)=O)Cl)=O (trichloroisocyanuric acid). As a reaction SMILES: N([CH2:4][C:5]1[N:6]=[N:7][C:8]([C:11]2[C:16]([F:17])=[CH:15][CH:14]=[CH:13][N:12]=2)=[CH:9][CH:10]=1)=[N+]=[N-].FC1C(C2N=NC(C)=CC=2)=NC=CC=1.[Cl:32]N1C(=O)N(Cl)C(=O)N(Cl)C1=O>ClCCCl>[Cl:32][CH2:4][C:5]1[N:6]=[N:7][C:8]([C:11]2[C:16]([F:17])=[CH:15][CH:14]=[CH:13][N:12]=2)=[CH:9][CH:10]=1. The product is ClCC=1N=NC(=CC1)C1=NC=CC=C1F (3-(chloromethyl)-6-(3-fluoropyridin-2-yl)pyridazine). The solvent is ClCCCl (DCE). Reaction conditions: temperature 90 celsius. Procedure: 3-(azidomethyl)-6-(3-fluoropyridin-2-yl)pyridazine. A solution of 3-(3-fluoropyridin-2-yl)-6-methylpyridazine (200 mg, 1.05 mmol) in 5 mL of DCE was treated with trichloroisocyanuric acid (98 mg, 0.42 mmol). The mixture was heated at 90° C. for 1 h. The mixture was cooled to RT and the precipitate was filtered off with a fritted funnel and rinsed with 2×20 mL of DCM. The brown solid was discarded. The filtrate was washed with 2×5 mL of 0.5 M NaOH (aq.) followed by brine (5 mL), dried over Na2SO4...